Dataset: the Open Reaction Database (ORD), a public repository of structured organic reaction records. Task: describe an organic reaction: reactants, conditions, products, and yield RXN SMILES: [CH3:13][OH:14].[CH3:1][c:2]1[c:3]([N+:10]([O-:11])=[O:12])[cH:4][c:5]([O:8][CH3:9])[cH:6][cH:7]1>>[CH3:1][c:2]1[c:3]([NH2:10])[cH:4][c:5]([O:8][CH3:9])[cH:6][cH:7]1. The product is COc1ccc(C)c(N)c1. Starting materials: CO, COc1ccc(C)c([N+](=O)[O-])c1. Reactants: CCN(C(C)C)C(C)C, Cc1ccc(Cl)cc1N, Clc1ncnc(Cl)n1, CN(C)C=O. Yields the product Cc1ccc(Cl)cc1Nc1ncnc(Cl)n1. RXN SMILES: [CH:9]([N:10]([CH2:11][CH3:12])[CH:13]([CH3:14])[CH3:15])([CH3:16])[CH3:17].[Cl:18][c:19]1[cH:20][c:21]([NH2:22])[c:23]([CH3:26])[cH:24][cH:25]1.[Cl:1][c:2]1[n:3][cH:4][n:5][c:6]([Cl:8])[n:7]1.[O:27]=[CH:28][N:29]([CH3:30])[CH3:31]>>[c:2]1([NH:22][c:21]2[cH:20][c:19]([Cl:18])[cH:25][cH:24][c:23]2[CH3:26])[n:3][cH:4][n:5][c:6]([Cl:8])[n:7]1. The reactants are NC1=NC(=C(C(=N1)OS(=O)(=O)C(F)(F)F)[N+](=O)[O-])C=1OC=CC1 (trifluoro-methanesulfonic acid 2-amino-6-furan-2-yl-5-nitro-pyrimidin-4-yl ester), CN(CCO)C (2-dimethylaminoethanol), C1CCC2=NCCCN2CC1 (DBU). Solvent: COCCOC (DME). Yields the product CN(CCOC1=NC(=NC(=C1[N+](=O)[O-])C=1OC=CC1)N)C (4-(2-Dimethylamino-ethoxy)-6-furan-2-yl-5-nitro-pyrimidin-2-yl-amine). Reaction SMILES: [NH2:1][C:2]1[N:7]=[C:6]([O:8]S(C(F)(F)F)(=O)=O)[C:5]([N+:16]([O-:18])=[O:17])=[C:4]([C:19]2[O:20][CH:21]=[CH:22][CH:23]=2)[N:3]=1.[CH3:24][N:25]([CH3:29])[CH2:26][CH2:27]O.C1CCN2C(=NCCC2)CC1>COCCOC>[CH3:24][N:25]([CH3:29])[CH2:26][CH2:27][O:8][C:6]1[C:5]([N+:16]([O-:18])=[O:17])=[C:4]([C:19]2[O:20][CH:21]=[CH:22][CH:23]=2)[N:3]=[C:2]([NH2:1])[N:7]=1. Procedure details: From trifluoro-methanesulfonic acid 2-amino-6-furan-2-yl-5-nitro-pyrimidin-4-yl ester, 2-dimethylaminoethanol and DBU in DME. ES-MS m/e (%): 294 (M+H+, 100). Reactants: C1(=CC=CC=C1)C(=C1CCNCC1)C1=CC=CC=C1 (4-Diphenylmethylenepiperidine), BrCCCCN1C(C=2C(C1=O)=CC=CC2)=O (N-(4-bromobutyl)phthalimide), [I-].[Na+] (sodium iodide), C([O-])([O-])=O.[K+].[K+] (potassium carbonate). Run in C(C)C(=O)C (methyl ethyl ketone). Conditions: time 4 hour. The product is C1(=CC=CC=C1)C(=C1CCN(CC1)CCCCN1C(C=2C(C1=O)=CC=CC2)=O)C2=CC=CC=C2 (N-[4-(4-diphenylmethylene-1-piperidyl)butyl]phthalimide). The yield is 79.8%. As a reaction SMILES: [C:1]1([C:7]([C:14]2[CH:19]=[CH:18][CH:17]=[CH:16][CH:15]=2)=[C:8]2[CH2:13][CH2:12][NH:11][CH2:10][CH2:9]2)[CH:6]=[CH:5][CH:4]=[CH:3][CH:2]=1.Br[CH2:21][CH2:22][CH2:23][CH2:24][N:25]1[C:29](=[O:30])[C:28]2=[CH:31][CH:32]=[CH:33][CH:34]=[C:27]2[C:26]1=[O:35].[I-].[Na+].C(=O)([O-])[O-].[K+].[K+]>C(C(C)=O)C>[C:1]1([C:7]([C:14]2[CH:19]=[CH:18][CH:17]=[CH:16][CH:15]=2)=[C:8]2[CH2:9][CH2:10][N:11]([CH2:21][CH2:22][CH2:23][CH2:24][N:25]3[C:29](=[O:30])[C:28]4=[CH:31][CH:32]=[CH:33][CH:34]=[C:27]4[C:26]3=[O:35])[CH2:12][CH2:13]2)[CH:2]=[CH:3][CH:4]=[CH:5][CH:6]=1 |f:2.3,4.5.6|. Reported procedure: 4-Diphenylmethylenepiperidine (9.5 g), N-(4-bromobutyl)phthalimide (16 g), sodium iodide (8 g) and potassium carbonate (9 g) are added to methyl ethyl ketone (200 ml) and the mixture is refluxed with stirring for 4 hours. The reaction mixture is concentrated and water (150 ml) is added to the residue. The aqueous layer is extracted three times with chloroform (each 100 ml). The combined extracts are dried over anhydrous magnesium sulfate and then concentrated. The residue is subjected to silica ... Reactants: CN(C)C=O, Cc1nn(-c2cc(O)c(Cl)cc2F)c(=O)n1C(F)F, O=[N+]([O-])c1ccc(F)cc1, [H-], [Na+], O. The product is Cc1nn(-c2cc(Oc3ccc([N+](=O)[O-])cc3)c(Cl)cc2F)c(=O)n1C(F)F. RXN SMILES: [CH3:33][N:34]([CH3:35])[CH:36]=[O:37].[Cl:3][c:4]1[cH:5][c:6]([F:21])[c:7](-[n:11]2[n:12][c:13]([CH3:20])[n:14]([CH:17]([F:18])[F:19])[c:15]2=[O:16])[cH:8][c:9]1[OH:10].[F:22][c:23]1[cH:24][cH:25][c:26]([N+:29](=[O:30])[O-:31])[cH:27][cH:28]1.[H-:1].[Na+:2].[OH2:32]>>[Cl:3][c:4]1[cH:5][c:6]([F:21])[c:7](-[n:11]2[n:12][c:13]([CH3:20])[n:14]([CH:17]([F:18])[F:19])[c:15]2=[O:16])[cH:8][c:9]1[O:10][c:23]1[cH:24][cH:25][c:26]([N+:29](=[O:30])[O-:31])[cH:27][cH:28]1. The reactants are NC=1NC2=C(N1)C=CC=C2C (2-amino-4-methylbenzimidazole), ClCOC1=CC(=CC=C1)Cl (3-chlorophenyl chloromethyl ether). Yields the product [Cl-].NC1=[N+](C2=C(N1COC1=CC(=CC=C1)Cl)C=CC=C2C)COC2=CC(=CC=C2)Cl (2-Amino-4-methyl-1,3-bis[(3-chlorophenoxy)methyl]-1H-benzimidazol-3-ium chloride). Reaction SMILES: [NH2:1][C:2]1[NH:3][C:4]2[C:10]([CH3:11])=[CH:9][CH:8]=[CH:7][C:5]=2[N:6]=1.[Cl:12][CH2:13][O:14][C:15]1[CH:20]=[CH:19][CH:18]=[C:17]([Cl:21])[CH:16]=1>>[Cl-:12].[NH2:1][C:2]1[N:6]([CH2:13][O:14][C:15]2[CH:20]=[CH:19][CH:18]=[C:17]([Cl:21])[CH:16]=2)[C:5]2[CH:7]=[CH:8][CH:9]=[C:10]([CH3:11])[C:4]=2[N+:3]=1[CH2:13][O:14][C:15]1[CH:20]=[CH:19][CH:18]=[C:17]([Cl:21])[CH:16]=1 |f:2.3|. Procedure details: Following the procedure of Example 2 and replacing 2-aminobenzimidazole with 2-amino-4-methylbenzimidazole and replacing 2-bromo-4-chlorophenyl chloromethyl ether with 3-chlorophenyl chloromethyl ether, the title compound is obtained. Starting materials: Cl (hydrochloric acid), aqueous solution, [OH-].[Na+] (sodium hydroxide), FCC1=CC=C(C(=O)OC)C=C1 (methyl 4-(fluoromethyl)benzoate). The solvent is CO (methanol). Product: FCC1=CC=C(C(=O)O)C=C1 (4-(Fluoromethyl)benzoic Acid). Yield: 93.9%. As a reaction SMILES: [F:1][CH2:2][C:3]1[CH:12]=[CH:11][C:6]([C:7]([O:9]C)=[O:8])=[CH:5][CH:4]=1.[OH-].[Na+].Cl>CO>[F:1][CH2:2][C:3]1[CH:12]=[CH:11][C:6]([C:7]([OH:9])=[O:8])=[CH:5][CH:4]=1 |f:1.2|. Procedure details: To 200 ml of methanol, 8.68 g of methyl 4-(fluoromethyl)benzoate was dissolved, and 77 ml of aqueous solution of 1 N sodium hydroxide was added dropwise with stirring and cooling. The mixture was then stirred for 3.5 hours at room temperature. After the mixture was acidified with 1 N hydrochloric acid, the precipitated crystals were collected by filtration, and the filtrate was concentrated. The precipitated crystals were combined with the residue obtained by concentrating the filtrate, and wate...